Dataset: the Open Reaction Database (ORD), a public repository of structured organic reaction records. Task: describe an organic reaction: reactants, conditions, products, and yield Reactants: NC1=C(C=CC=C1)C (2-aminotoluene), C(C)(=O)OC1=CC=C(C(=O)O)C=C1 (4-acetoxybenzoic acid), S(=O)(Cl)Cl (thionyl chloride), CN(C)C=O (DMF). Solvent: O (water). Run at temperature 50 celsius, time 2 hour. Product: C(C)(=O)OC1=CC=C(C(=O)NC2=C(C=CC=C2)C)C=C1 (4-acetoxy-2′-methylbenzanilide). Isolated yield 81.0%. Reaction SMILES: [C:1]([O:4][C:5]1[CH:13]=[CH:12][C:8]([C:9]([OH:11])=O)=[CH:7][CH:6]=1)(=[O:3])[CH3:2].S(Cl)(Cl)=O.CN(C=O)C.[NH2:23][C:24]1[CH:29]=[CH:28][CH:27]=[CH:26][C:25]=1[CH3:30]>O>[C:1]([O:4][C:5]1[CH:6]=[CH:7][C:8]([C:9]([NH:23][C:24]2[CH:29]=[CH:28][CH:27]=[CH:26][C:25]=2[CH3:30])=[O:11])=[CH:12][CH:13]=1)(=[O:3])[CH3:2]. Procedure: 3.000 g (16.65 mmol) of 4-acetoxybenzoic acid and 5 ml of thionyl chloride were mixed together and stirred for two hours at 50° C. after the addition of a drop of DMF. After thionyl chloride was removed by distillation under the reduced pressure, 5 ml of NMP was added in an ice bath. After stirring for 10 minutes in the ice bath after the addition of 1.784 g (16.65 mmol) of 2-aminotoluene, then the solution was poured into 400 ml of iced water. Precipitate formed was thoroughly washed to yield 3... Starting materials: NC(C=1C=C(SC1C)C(=S)OC)=S (methyl 4-(aminothioxomethyl)-5-methylthiothiophene-2-carboxylate), BrCC(=O)C1=C(C=CC(=C1)OC)OC (2-bromo-2′,5′-dimethoxy acetophenone). Product: COC1=C(C=C(C=C1)OC)C=1N=C(SC1)C=1C=C(SC1C)C(=S)OC (methyl 4-[4-(2,5-dimethoxyphenyl)(1,3-thiazol-2-yl)]-5-methylthiothiophene-2-carboxylate). The yield is 46.4%. Reaction SMILES: [NH2:1][C:2](=[S:13])[C:3]1[CH:4]=[C:5]([C:9]([O:11][CH3:12])=[S:10])[S:6][C:7]=1[CH3:8].Br[CH2:15][C:16]([C:18]1[CH:23]=[C:22]([O:24][CH3:25])[CH:21]=[CH:20][C:19]=1[O:26][CH3:27])=O>>[CH3:27][O:26][C:19]1[CH:20]=[CH:21][C:22]([O:24][CH3:25])=[CH:23][C:18]=1[C:16]1[N:1]=[C:2]([C:3]2[CH:4]=[C:5]([C:9]([O:11][CH3:12])=[S:10])[S:6][C:7]=2[CH3:8])[S:13][CH:15]=1. Procedure: 132 mg (0.534 mmol) of methyl 4-(aminothioxomethyl)-5-methylthiothiophene-2-carboxylate (Maybridge Chemical Co. LTD., Cornwall, U.K.) was reacted with 2-bromo-2′,5′-dimethoxy acetophenone (0.587 mmol; 152 mg) in a manner similar to Example 22, step (a) to afford 97 mg (45% yield) of methyl 4-[4-(2,5-dimethoxyphenyl)(1,3-thiazol-2-yl)]-5-methylthiothiophene-2-carboxylate. The reactants are FC(F)(F)Cc1ccc(Br)cc1, O=C([O-])[O-], COC(=O)c1cncc(B(O)O)c1, Cc1ccccc1, CCO, CCOC(C)=O, Cl, [F-], [K+], [K+], [K+], O, c1ccc(P(c2ccccc2)(c2ccccc2)[Pd](P(c2ccccc2)(c2ccccc2)c2ccccc2)(P(c2ccccc2)(c2ccccc2)c2ccccc2)P(c2ccccc2)(c2ccccc2)c2ccccc2)cc1. Product: COC(=O)c1cncc(-c2ccc(CC(F)(F)F)cc2)c1. Reaction SMILES: [Br:1][c:2]1[cH:3][cH:4][c:5]([CH2:8][C:9]([F:10])([F:11])[F:12])[cH:6][cH:7]1.[C:27](=[O:28])([O-:29])[O-:30].[CH3:14][O:15][C:16](=[O:17])[c:18]1[cH:19][c:20]([B:24]([OH:25])[OH:26])[cH:21][n:22][cH:23]1.[CH3:35][c:36]1[cH:37][cH:38][cH:39][cH:40][cH:41]1.[CH3:42][CH2:43][OH:44].[CH3:46][CH2:47][O:48][C:49](=[O:50])[CH3:51].[ClH:13].[F-:33].[K+:31].[K+:32].[K+:34].[OH2:45].[cH:52]1[cH:53][cH:54][c:55]([P:56]([Pd:57]([P:58]([c:59]2[cH:60][cH:61][cH:62][cH:63][cH:64]2)([c:65]2[cH:66][cH:67][cH:68][cH:69][cH:70]2)[c:71]2[cH:72][cH:73][cH:74][cH:75][cH:76]2)([P:77]([c:78]2[cH:79][cH:80][cH:81][cH:82][cH:83]2)([c:84]2[cH:85][cH:86][cH:87][cH:88][cH:89]2)[c:90]2[cH:91][cH:92][cH:93][cH:94][cH:95]2)[P:96]([c:97]2[cH:98][cH:99][cH:100][cH:101][cH:102]2)([c:103]2[cH:104][cH:105][cH:106][cH:107][cH:108]2)[c:109]2[cH:110][cH:111][cH:112][cH:113][cH:114]2)([c:115]2[cH:116][cH:117][cH:118][cH:119][cH:120]2)[c:121]2[cH:122][cH:123][cH:124][cH:125][cH:126]2)[cH:127][cH:128]1>>[c:2]1(-[c:20]2[cH:19][c:18]([C:16]([O:15][CH3:14])=[O:17])[cH:23][n:22][cH:21]2)[cH:3][cH:4][c:5]([CH2:8][C:9]([F:10])([F:11])[F:12])[cH:6][cH:7]1. Reactants: Cl (HCl), C(C)OC(CCCOC=1C=C2C(=C(N(C2=CC1)CCCCCCCCCC)C)CC(=O)N)=O (4-[[3-(2-amino-2-oxoethyl)-1-decyl-2-methyl-1-H-indol-5-yl]oxy]butanoic acid ethyl ester), [OH-].[Na+] (NaOH), O (water). Solvent: CO (MeOH). The product is NC(CC1=C(N(C2=CC=C(C=C12)OCCCC(=O)O)C1CCCCC1)C)=O (4-[[3-(2-amino-2-oxoethyl)-1-cyclohexyl-2-methyl-1-H-indol-5-yl]oxy]butanoic acid). Isolated yield 28.0%. As a reaction SMILES: C([O:3][C:4](=[O:33])[CH2:5][CH2:6][CH2:7][O:8][C:9]1[CH:10]=[C:11]2[C:15](=[CH:16][CH:17]=1)[N:14]([CH2:18][CH2:19][CH2:20][CH2:21][CH2:22][CH2:23]CCCC)[C:13]([CH3:28])=[C:12]2[CH2:29][C:30]([NH2:32])=[O:31])C.[OH-].[Na+].O.Cl>CO>[NH2:32][C:30](=[O:31])[CH2:29][C:12]1[C:11]2[C:15](=[CH:16][CH:17]=[C:9]([O:8][CH2:7][CH2:6][CH2:5][C:4]([OH:3])=[O:33])[CH:10]=2)[N:14]([CH:18]2[CH2:23][CH2:22][CH2:21][CH2:20][CH2:19]2)[C:13]=1[CH3:28] |f:1.2|. Procedure: A mixture of 190 mg (0.46 mmol) of [4-[[3-(2-amino-2-oxoethyl)-1-decyl-2-methyl-1-H-indol-5-yl]oxy]butanoic acid ethyl ester and 2 mL of 5N NaOH in 20 mL of MeOH was heated to maintain reflux for 2.5 hours, cooled, poured into water and made strongly acidic with 5N HCl. The precipitate was filtered and recrystallized from MeOH. There was obtained 50 mg (28% yield) of [4-[[3-(2-amino-2-oxoethyl)-1-cyclohexyl-2-methyl-1-H-indol-5-yl]oxy]butanoic acid. mp, 212-214° C. The reactants are O=CC(=O)O, CS(C)=O, CC(=O)O, [H-], [Na+], O, O, O=c1[nH]c2c(n3ccnc13)Cc1ccccc1-2. RXN SMILES: [C:23]([CH:24]=[O:25])(=[O:26])[OH:27].[CH3:18][S:19](=[O:20])[CH3:21].[CH3:31][C:32](=[O:33])[OH:34].[H-:28].[Na+:29].[OH2:22].[OH2:30].[cH:1]1[cH:2][n:3][c:4]2[n:5]1[c:6]1[c:7]([nH:8][c:9]2=[O:10])-[c:11]2[cH:12][cH:13][cH:14][cH:15][c:16]2[CH2:17]1>>[cH:1]1[cH:2][n:3][c:4]2[n:5]1[c:6]1[c:7]([nH:8][c:9]2=[O:10])-[c:11]2[cH:12][cH:13][cH:14][cH:15][c:16]2[CH:17]1[CH:24]([C:23](=[O:26])[OH:27])[OH:25]. Product: O=C(O)C(O)C1c2ccccc2-c2[nH]c(=O)c3nccn3c21. Reactants: [H-].[H-].[H-].[H-].[Li+].[Al+3] (LAH), C(CC)N1C=NC(=C1)C=O (1-propyl-1H-imidazole-4-carbaldehyde), [O-]S(=O)(=O)[O-].[Mg+2] (MgSO4), [OH-].[Na+] (NaOH). The solvent is C1CCOC1 (THF), C1CCOC1 (THF), O (water). Conditions: temperature 0 celsius, time 5 minute. Yields the product C(CC)N1C=NC(=C1)CO ((1-propyl-1H-imidazol-4-yl)methanol). RXN SMILES: [H-].[H-].[H-].[H-].[Li+].[Al+3].[CH2:7]([N:10]1[CH:14]=[C:13]([CH:15]=[O:16])[N:12]=[CH:11]1)[CH2:8][CH3:9].[OH-].[Na+].[O-]S([O-])(=O)=O.[Mg+2]>C1COCC1.O>[CH2:7]([N:10]1[CH:14]=[C:13]([CH2:15][OH:16])[N:12]=[CH:11]1)[CH2:8][CH3:9] |f:0.1.2.3.4.5,7.8,9.10|. Procedure: To a solution of LAH (2.0 M in THF, 1.9 ml, 3.882 mmol) in THF (10 ml) was added dropwise a solution of 1-propyl-1H-imidazole-4-carbaldehyde (487 mg, 3.529 mmol) in THF (4 ml) at 0° C. After stirred at 0° C. for 5 min, water (0.2 ml), 15% NaOH (0.2 ml) was added dropwise to the reaction mixture under 0° C. The mixture was further stirred at room temperature for 2 hours. MgSO4 was added to the mixture and the solid was filtered away and the filtrate was concentrated in vacuo to get a yellow oil a... Reactants: FC=1C=CC=C2C(=NNC12)C1=CC=C(C=C1)OC (7-fluoro-3-(4-methoxyphenyl)-1H-indazole), [H-].[Na+] (sodium hydride), ICCC (1-iodopropane). Yields the product FC=1C=CC=C2C(=NN(C12)CCC)C1=CC=C(C=C1)OC (7-fluoro-3-(4-methoxyphenyl)-1-propyl-1H-indazole). Isolated yield 52.1%. RXN SMILES: [F:1][C:2]1[CH:3]=[CH:4][CH:5]=[C:6]2[C:10]=1[NH:9][N:8]=[C:7]2[C:11]1[CH:16]=[CH:15][C:14]([O:17][CH3:18])=[CH:13][CH:12]=1.[H-].[Na+].I[CH2:22][CH2:23][CH3:24]>>[F:1][C:2]1[CH:3]=[CH:4][CH:5]=[C:6]2[C:10]=1[N:9]([CH2:22][CH2:23][CH3:24])[N:8]=[C:7]2[C:11]1[CH:16]=[CH:15][C:14]([O:17][CH3:18])=[CH:13][CH:12]=1 |f:1.2|. Procedure: Prepared according to Method D step B from 7-fluoro-3-(4-methoxyphenyl)-1H-indazole (0.121 g, 0.5 mmol), sodium hydride (60% in oil, 0.024 g, 0.6 mmol) and 1-iodopropane (0.096 mL, 1.0 mmol) to give the title compound (0.074 g) as a white solid.